Dataset: the Open Reaction Database (ORD), a public repository of structured organic reaction records. Task: describe an organic reaction: reactants, conditions, products, and yield Reactants: OS(=O)[O-].[Na+] (NaHSO3), peroxide, NC1=C(C(=O)OC)C=CC=C1C (methyl 2-amino-3-methylbenzoate), Br (hydrogen bromide), OO (hydrogen peroxide), C(=O)([O-])[O-].[Na+].[Na+] (Na2CO3). Reaction SMILES: [NH2:1][C:2]1[C:11]([CH3:12])=[CH:10][CH:9]=[CH:8][C:3]=1[C:4]([O:6][CH3:7])=[O:5].[BrH:13].OO.OS([O-])=O.[Na+].C([O-])([O-])=O.[Na+].[Na+]>O>[NH2:1][C:2]1[C:11]([CH3:12])=[CH:10][C:9]([Br:13])=[CH:8][C:3]=1[C:4]([O:6][CH3:7])=[O:5] |f:3.4,5.6.7|. Run in O (H2O). Procedure details: A solution of methyl 2-amino-3-methylbenzoate (142.1 g, 0.843 mol, purity: 98% quantitative NMR) in 240 mL of H2O is gradually admixed at 30° C. with hydrogen bromide (48% of H2O, 149.2 g, 0.885 mol) added dropwise. The suspension obtained is admixed with hydrogen peroxide (30% in H2O, 105.1 g, 0.927 mol) added dropwise over 2 h, and the temperature is kept below 70° C. After 1 hour of subsequent stirring, NaHSO3 (39% in H2O, 33.7 g, 0.126 mol) is added a little at a time (peroxide test was nega... Yields the product NC1=C(C(=O)OC)C=C(C=C1C)Br (methyl 2-amino-5-bromo-3-methylbenzoate). Reactants: CN(CCN1CC=2NC=3C=CC=C(C3C2C(C1)=O)C(=O)OC)C (methyl 2-(2-(dimethylamino)ethyl)-4-oxo-2,3,4,9-tetrahydro-1H-pyrido[3,4-b]indole-5-carboxylate), O.NN (hydrazine hydrate), C1CCC=2C=3C=4C(=CC=CC4NC13)C(NN2)=O (2,3,5,10-tetrahydro-[1,2]diazepino[3,4,5,6-def]carbazol-6(1H)-one). Yields the product CN(CCN1CC=2C=3C=4C(=CC=CC4NC3C1)C(NN2)=O)C (2-(2-(dimethylamino)ethyl)-2,3,4,9-tetrahydro-2,4,9,10-tetraazacyclohepta[def]fluoren-8(1H)-one). As a reaction SMILES: [CH3:1][N:2]([CH3:23])[CH2:3][CH2:4][N:5]1[CH2:17][C:16](=O)[C:15]2[C:14]3[C:13]([C:19]([O:21]C)=O)=[CH:12][CH:11]=[CH:10][C:9]=3[NH:8][C:7]=2[CH2:6]1.O.NN.C1C2NC3C=CC=C4C(=O)[NH:41][N:42]=C(C=2C=34)CC1>>[CH3:1][N:2]([CH3:23])[CH2:3][CH2:4][N:5]1[CH2:6][C:7]2[NH:8][C:9]3[CH:10]=[CH:11][CH:12]=[C:13]4[C:19](=[O:21])[NH:41][N:42]=[C:16]([C:15]=2[C:14]=34)[CH2:17]1 |f:1.2|. Reported procedure: Compound 60 was prepared from methyl 2-(2-(dimethylamino)ethyl)-4-oxo-2,3,4,9-tetrahydro-1H-pyrido[3,4-b]indole-5-carboxylate and hydrazine hydrate according to the procedure similar to that for Compound 1. 1H NMR δ 9.92 (s, 1H), 7.60 (d, 1H, J=8.4 Hz), 7.46 (d, 1H, J=7.8 Hz), 7.13 (dd, 1H, J=8.4, 7.8 Hz), 4.20-4.22 (m, 2H), 4.03 (s, 2H), 3.41 (s, 2H), 2.51-2.54 (m, 2H), and 2.18 (s, 6H). MS (ESI) m/e [M+1]+ 298. Reactants: ICC12COC(CC1)(CC2)C2=CC(=CC=C2)OC2OCCCC2 (4-(iodomethyl)-1-(3-(tetrahydro-2H-pyran-2-yloxy)phenyl)-2-oxabicyclo[2.2.2]octane), [C-]#N.[Na+] (NaCN). The solvent is CN(C)C=O (DMF), CCOC(=O)C (EtOAc). Reaction conditions: temperature 80 celsius, time 18 hour. Yields the product O1C(CCCC1)OC=1C=C(C=CC1)C12OCC(CC1)(CC2)CC#N (2-(1-(3-(tetrahydro-2H-pyran-2-yloxy)phenyl)-2-oxabicyclo[2.2.2]octan-4-yl)acetonitrile). The yield is 100.0%. As a reaction SMILES: I[CH2:2][C:3]12[CH2:10][CH2:9][C:6]([C:11]3[CH:16]=[CH:15][CH:14]=[C:13]([O:17][CH:18]4[CH2:23][CH2:22][CH2:21][CH2:20][O:19]4)[CH:12]=3)([CH2:7][CH2:8]1)[O:5][CH2:4]2.[C-:24]#[N:25].[Na+]>CN(C=O)C.CCOC(C)=O>[O:19]1[CH2:20][CH2:21][CH2:22][CH2:23][CH:18]1[O:17][C:13]1[CH:12]=[C:11]([C:6]23[CH2:9][CH2:10][C:3]([CH2:2][C:24]#[N:25])([CH2:8][CH2:7]2)[CH2:4][O:5]3)[CH:16]=[CH:15][CH:14]=1 |f:1.2|. Procedure details: A mixture of 4-(iodomethyl)-1-(3-(tetrahydro-2H-pyran-2-yloxy)phenyl)-2-oxabicyclo[2.2.2]octane (1.5 g, 3.50 mmol) and NaCN (0.687 g, 14.01 mmol) in DMF (8 mL) was stirred at 80° C. for 18 h. The reaction was diluted with EtOAc (10 mL), washed with water (3×10 mL). The organic layer was dried over MgSO4, filtered, and concentrated in vacuo to give 2-(1-(3-(tetrahydro-2H-pyran-2-yloxy)phenyl)-2-oxabicyclo[2.2.2]octan-4-yl)acetonitrile (1.15 g, 3.50 mmol, 100% yield) as light brown oil. The above ... The reactants are C(C)(C)(C)C=1C(=C(C=C(C1)C=1C(=NC=CC1)OC)C(=O)C1=CC(=NC=C1)Cl)OC ([3-tert-butyl-2-methoxy-5-(2-methoxy-pyridin-3-yl)-phenyl]-(2-chloro-pyridin-4-yl)-methanone), C(C1=CC=CC=C1)(C1=CC=CC=C1)=N (benzophenone imine), C=1C=CC(=CC1)P(C=2C=CC=CC2)C3=CC=C4C=CC=CC4=C3C5=C6C=CC=CC6=CC=C5P(C=7C=CC=CC7)C=8C=CC=CC8 (BINAP), CC(C)([O-])C.[Na+] (sodium tert-butoxide). The reagents and catalysts are C=1C=CC(=CC1)/C=C/C(=O)/C=C/C2=CC=CC=C2.C=1C=CC(=CC1)/C=C/C(=O)/C=C/C2=CC=CC=C2.C=1C=CC(=CC1)/C=C/C(=O)/C=C/C2=CC=CC=C2.[Pd].[Pd] (Pd2(dba)3). Reaction conditions: temperature 80 celsius, time 8 hour. Product: NC1=NC=CC(=C1)C(=O)C1=C(C(=CC(=C1)C=1C(=NC=CC1)OC)C(C)(C)C)OC ((2-amino-pyridin-4-yl)-[3-tert-butyl-2-methoxy-5-(2-methoxy-pyridin-3-yl)-phenyl]-methanone). RXN SMILES: [C:1]([C:5]1[C:6]([O:28][CH3:29])=[C:7]([C:19]([C:21]2[CH:26]=[CH:25][N:24]=[C:23](Cl)[CH:22]=2)=[O:20])[CH:8]=[C:9]([C:11]2[C:12]([O:17][CH3:18])=[N:13][CH:14]=[CH:15][CH:16]=2)[CH:10]=1)([CH3:4])([CH3:3])[CH3:2].C(=[NH:43])(C1C=CC=CC=1)C1C=CC=CC=1.C1C=CC(P(C2C(C3C(P(C4C=CC=CC=4)C4C=CC=CC=4)=CC=C4C=3C=CC=C4)=C3C(C=CC=C3)=CC=2)C2C=CC=CC=2)=CC=1.CC(C)([O-])C.[Na+]>C1C=CC(/C=C/C(/C=C/C2C=CC=CC=2)=O)=CC=1.C1C=CC(/C=C/C(/C=C/C2C=CC=CC=2)=O)=CC=1.C1C=CC(/C=C/C(/C=C/C2C=CC=CC=2)=O)=CC=1.[Pd].[Pd]>[NH2:43][C:23]1[CH:22]=[C:21]([C:19]([C:7]2[CH:8]=[C:9]([C:11]3[C:12]([O:17][CH3:18])=[N:13][CH:14]=[CH:15][CH:16]=3)[CH:10]=[C:5]([C:1]([CH3:3])([CH3:2])[CH3:4])[C:6]=2[O:28][CH3:29])=[O:20])[CH:26]=[CH:25][N:24]=1 |f:3.4,5.6.7.8.9|. Procedure details: step 3—A flask containing 42 (106 mg, 0.259 mmol), benzophenone imine (0.070 mL, 0.417 mmol), Pd2(dba)3 (11.5 mg, 0.013 mmol), racemic BINAP (23.8 mg, 0.038 mmol), and sodium tert-butoxide (35 mg, 0.364 mmol) was purged with argon 3 times before toluene (5 mL) was added. The reaction was heated overnight at 80° C. then cooled to RT. The reaction mixture was diluted with EtOAc, filtered through CELITE, and the filtrate was concentrated. The residue was taken up in a mixture of MeOH (5 mL) and hyd... Starting materials: N[C@H]1[C@@H](CCCC1)O (trans-2-aminocyclohexanol), S=C1NC(SC1)=O (4-thioxo-1,3-thiazolidin-2-one). Solvent: C(C)O (ethanol). Product: O[C@H]1[C@@H](CCCC1)NC1=NC(SC1)=O (4-[(trans-2-hydroxycyclohexyl)amino]thiazol-2(5H)-one). The yield is 29.8%. RXN SMILES: [NH2:1][C@@H:2]1[CH2:7][CH2:6][CH2:5][CH2:4][C@H:3]1[OH:8].S=[C:10]1[CH2:14][S:13][C:12](=[O:15])[NH:11]1>C(O)C>[OH:8][C@@H:3]1[CH2:4][CH2:5][CH2:6][CH2:7][C@H:2]1[NH:1][C:10]1[CH2:14][S:13][C:12](=[O:15])[N:11]=1. Procedure details: To a solution of trans-2-aminocyclohexanol (1.00 g) in ethanol (50 mL) was added 4-thioxo-1,3-thiazolidin-2-one (1.19 g), and the mixture was heated under reflux overnight. The reaction mixture was cooled to room temperature, the precipitate was removed, and the solvent of the filtrate was evaporated under reduced pressure. The residue was purified by silica gel column chromatography (NH, tetrahydrofuran). The obtained powder was washed with ethyl acetate to give the title compound (554 mg). Starting materials: C(C)(C)(C)OC(=O)N1CCCC2=CC(=CC=C12)O (6-Hydroxy-3,4-dihydro-2H-quinoline-1-carboxylic acid tert-butyl ester), CC(=O)C (acetone), BrCCCCBr (1,4-dibromobutane). Product: C(C)(C)(C)OC(=O)N1CCCC2=CC(=CC=C12)OCCCCBr (6-(4-Bromo-butoxy)-3,4-dihydro-2H-quinoline-1-carboxylic acid tert-butyl ester). The yield is 62.1%. Reaction SMILES: [C:1]([O:5][C:6]([N:8]1[C:17]2[C:12](=[CH:13][C:14]([OH:18])=[CH:15][CH:16]=2)[CH2:11][CH2:10][CH2:9]1)=[O:7])([CH3:4])([CH3:3])[CH3:2].CC(C)=O.[Br:23][CH2:24][CH2:25][CH2:26][CH2:27]Br>>[C:1]([O:5][C:6]([N:8]1[C:17]2[C:12](=[CH:13][C:14]([O:18][CH2:27][CH2:26][CH2:25][CH2:24][Br:23])=[CH:15][CH:16]=2)[CH2:11][CH2:10][CH2:9]1)=[O:7])([CH3:4])([CH3:2])[CH3:3]. Procedure: To 11.6 g (46.5 mmol) 6-Hydroxy-3,4-dihydro-2H-quinoline-1-carboxylic acid tert-butyl ester in 200 ml acetone 18.6 g (134.8 mmol) K2CO3 (powdered) and 13.7 g (115.7 mmol) 1,4-dibromobutane were added. The mixture was stirred at reflux for 4 h and at RT over night. The reaction mixture was filtered, and the filtrate was concentrated in vacuo. EtOAc and water were added, the inorganic phase was extracted with EtOAc and the combined organic phases were washed with water and dried over Na2SO4. The c... Reactants: C(C)(C)(C)C1=CC=2CC3=CC(=CC=C3C2C=C1)C(C)(C)C (2,7-di-tert-butylfluorene), C1(CCCCC1)C1=CC=CC1=C (cyclohexylfulvene), CCCCCC (hexane), C(CCC)[Li] (n-butyllithium). Solvent: O (water), C1CCOC1 (THF), C1CCOC1 (THF). Conditions: time 6 hour. Yields the product C1(C=CC=C1)C1(CCCCC1)C1=C(C=CC=2C3=CC=C(C=C3CC12)C(C)(C)C)C(C)(C)C (1-cyclopentadienyl-1-(2,7-di-tert-butylfluorenyl)cyclohexane). Yield: 67.9%. As a reaction SMILES: [C:1]([C:5]1[CH:17]=[CH:16][C:15]2[C:14]3[C:9](=[CH:10][C:11]([C:18]([CH3:21])([CH3:20])[CH3:19])=[CH:12][CH:13]=3)[CH2:8][C:7]=2[CH:6]=1)([CH3:4])([CH3:3])[CH3:2].CCCCCC.C([Li])CCC.[CH:33]1([C:39]2[C:43](=C)[CH:42]=[CH:41][CH:40]=2)[CH2:38][CH2:37][CH2:36][CH2:35][CH2:34]1>O.C1COCC1>[CH:39]1([C:33]2([C:10]3[C:9]4[CH2:8][C:7]5[C:15](=[CH:16][CH:17]=[C:5]([C:1]([CH3:4])([CH3:3])[CH3:2])[CH:6]=5)[C:14]=4[CH:13]=[CH:12][C:11]=3[C:18]([CH3:21])([CH3:20])[CH3:19])[CH2:38][CH2:37][CH2:36][CH2:35][CH2:34]2)[CH:40]=[CH:41][CH:42]=[CH:43]1. Procedure: To a THF (30 ml) solution including 5.0 g (18.6 mmol) of 2,7-di-tert-butylfluorene, a hexane solution (13.5 ml, 21.6 mmol) of n-butyllithium was added dropwise at −78° C. under nitrogen, followed by stirring at room temperature for 6 hours. Next, a THF (20 ml) solution including 3.42 g (23.4 mmol) of cyclohexylfulvene was added dropwise at 0° C. under a nitrogen atmosphere, followed by stirring at room temperature for 16 hours. The resultant reaction solution was decomposed with cold water, and ...